Dataset: the Open Reaction Database (ORD), a public repository of structured organic reaction records. Task: describe an organic reaction: reactants, conditions, products, and yield Reactants: O=C1OC2(CN3CCC2CC3)CN1c1ccc(Br)s1, CCCC[Sn](CCCC)(CCCC)c1cncs1. Product: O=C1OC2(CN3CCC2CC3)CN1c1ccc(-c2cncs2)s1. RXN SMILES: [Br:1][c:2]1[cH:3][cH:4][c:5]([N:7]2[C:8](=[O:19])[O:9][C:10]3([CH2:11][N:12]4[CH2:13][CH2:14][CH:15]3[CH2:16][CH2:17]4)[CH2:18]2)[s:6]1.[CH2:20]([Sn:21]([CH2:22][CH2:23][CH2:24][CH3:30])([c:25]1[cH:26][n:27][cH:28][s:29]1)[CH2:31][CH2:32][CH2:33][CH3:34])[CH2:35][CH2:36][CH3:37]>>[c:2]1(-[c:25]2[cH:26][n:27][cH:28][s:29]2)[cH:3][cH:4][c:5]([N:7]2[C:8](=[O:19])[O:9][C:10]3([CH2:11][N:12]4[CH2:13][CH2:14][CH:15]3[CH2:16][CH2:17]4)[CH2:18]2)[s:6]1. As a reaction SMILES: [C:38]([CH2:39][P+:40]([CH3:41])([CH3:42])[CH3:43])#[N:44].[C:54](#[N:55])[CH2:56][CH3:57].[CH:18]1([NH:21][C:22]([c:23]2[cH:24][c:25]([F:35])[c:26]([N:29]3[CH2:30][CH2:31][NH:32][CH2:33][CH2:34]3)[cH:27][cH:28]2)=[O:36])[CH2:19][CH2:20]1.[CH:45]([N:46]([CH2:47][CH3:48])[CH:49]([CH3:50])[CH3:51])([CH3:52])[CH3:53].[ClH:17].[I-:37].[OH:1][CH2:2][c:3]1[cH:4][c:5]2[c:10]([n:11][cH:12]1)[N:9]1[CH:8]([C:7](=[O:16])[NH:6]2)[CH2:15][CH2:14][CH2:13]1>>[CH2:2]([c:3]1[cH:4][c:5]2[c:10]([n:11][cH:12]1)[N:9]1[CH:8]([C:7](=[O:16])[NH:6]2)[CH2:15][CH2:14][CH2:13]1)[N:32]1[CH2:31][CH2:30][N:29]([c:26]2[c:25]([F:35])[cH:24][c:23]([C:22]([NH:21][CH:18]3[CH2:19][CH2:20]3)=[O:36])[cH:28][cH:27]2)[CH2:34][CH2:33]1. Product: O=C(NC1CC1)c1ccc(N2CCN(Cc3cnc4c(c3)NC(=O)C3CCCN43)CC2)c(F)c1. Reactants: C[P+](C)(C)CC#N, CCC#N, O=C(NC1CC1)c1ccc(N2CCNCC2)c(F)c1, CCN(C(C)C)C(C)C, Cl, [I-], O=C1Nc2cc(CO)cnc2N2CCCC12. Reaction SMILES: [CH3:25][N:26]([CH3:27])[CH:28]=[O:29].[CH3:2][c:3]1[n:4][cH:5][c:6]([CH2:22][Cl:23])[c:7]([CH2:15][O:16][C:17](=[O:18])[O:19][CH2:20][CH3:21])[c:8]1[O:9][C:10](=[O:11])[O:12][CH2:13][CH3:14].[Na:1].[SH2:24]>>[CH3:2][c:3]1[n:4][cH:5][c:6]([CH2:22][SH:24])[c:7]([CH2:15][O:16][C:17](=[O:18])[O:19][CH2:20][CH3:21])[c:8]1[O:9][C:10](=[O:11])[O:12][CH2:13][CH3:14]. Yields the product CCOC(=O)OCc1c(CS)cnc(C)c1OC(=O)OCC. Starting materials: CN(C)C=O, CCOC(=O)OCc1c(CCl)cnc(C)c1OC(=O)OCC, [Na], S. Reactants: COC(CBr)OC, [K+], [OH-], C=CCO. Yields the product C=CCOCC(OC)OC. Reaction SMILES: [CH3:7][O:8][CH:9]([CH2:10][Br:11])[O:12][CH3:13].[K+:2].[OH-:1].[OH:3][CH2:4][CH:5]=[CH2:6]>>[O:3]([CH2:4][CH:5]=[CH2:6])[CH2:10][CH:9]([O:8][CH3:7])[O:12][CH3:13]. Product: O=C(O)c1ccc(CC(=O)c2ccccc2Cl)cc1. Reactants: CO, COC(=O)c1ccc(CC(=O)c2ccccc2Cl)cc1, [Na+], [OH-], O, O=C(O)CC(O)(CC(=O)O)C(=O)O. RXN SMILES: [CH3:36][OH:37].[Cl:1][c:2]1[c:3]([C:8]([CH2:9][c:10]2[cH:11][cH:12][c:13]([C:14](=[O:15])[O:16][CH3:17])[cH:18][cH:19]2)=[O:20])[cH:4][cH:5][cH:6][cH:7]1.[Na+:22].[OH-:21].[OH2:38].[OH:23][C:24]([CH2:25][C:26]([C:27](=[O:28])[OH:29])([CH2:30][C:31](=[O:32])[OH:33])[OH:34])=[O:35]>>[Cl:1][c:2]1[c:3]([C:8]([CH2:9][c:10]2[cH:11][cH:12][c:13]([C:14](=[O:15])[OH:16])[cH:18][cH:19]2)=[O:20])[cH:4][cH:5][cH:6][cH:7]1. Starting materials: CCOCCn1c(NC2CCN(CCC3(c4ccccc4)CCNC3)CC2)nc2ccccc21, CCN=C=NCCCN(C)C, CSc1ccc(-n2cnnn2)cc1C(=O)O, CCOC(C)=O, CCN(C(C)C)C(C)C, ClCCl, Cl, Cl, O, On1nnc2ccccc21. Product: CCOCCn1c(NC2CCN(CCC3(c4ccccc4)CCN(C(=O)c4cc(-n5cnnn5)ccc4SC)C3)CC2)nc2ccccc21. As a reaction SMILES: [CH2:2]([CH3:3])[O:4][CH2:5][CH2:6][n:7]1[c:8]([NH:16][CH:17]2[CH2:18][CH2:19][N:20]([CH2:23][CH2:24][C:25]3([c:30]4[cH:31][cH:32][cH:33][cH:34][cH:35]4)[CH2:26][NH:27][CH2:28][CH2:29]3)[CH2:21][CH2:22]2)[n:9][c:10]2[c:11]1[cH:12][cH:13][cH:14][cH:15]2.[CH2:73]([N:74]=[C:75]=[N:76][CH2:77][CH2:78][CH2:79][N:80]([CH3:81])[CH3:82])[CH3:83].[CH3:36][S:37][c:38]1[c:39]([C:40](=[O:41])[OH:42])[cH:43][c:44](-[n:47]2[n:48][n:49][n:50][cH:51]2)[cH:45][cH:46]1.[CH3:84][CH2:85][O:86][C:87](=[O:88])[CH3:89].[CH:63]([N:64]([CH2:65][CH3:66])[CH:67]([CH3:68])[CH3:69])([CH3:70])[CH3:71].[Cl:90][CH2:91][Cl:92].[ClH:1].[ClH:72].[OH2:52].[OH:53][n:54]1[c:55]2[cH:56][cH:57][cH:58][cH:59][c:60]2[n:61][n:62]1>>[CH2:2]([CH3:3])[O:4][CH2:5][CH2:6][n:7]1[c:8]([NH:16][CH:17]2[CH2:18][CH2:19][N:20]([CH2:23][CH2:24][C:25]3([c:30]4[cH:31][cH:32][cH:33][cH:34][cH:35]4)[CH2:26][N:27]([C:40]([c:39]4[c:38]([S:37][CH3:36])[cH:46][cH:45][c:44](-[n:47]5[n:48][n:49][n:50][cH:51]5)[cH:43]4)=[O:41])[CH2:28][CH2:29]3)[CH2:21][CH2:22]2)[n:9][c:10]2[c:11]1[cH:12][cH:13][cH:14][cH:15]2.